From a dataset of the Open Reaction Database (ORD), a public repository of structured organic reaction records. describe an organic reaction: reactants, conditions, products, and yield Starting materials: CN1CCCC1=O, Cc1c(NC(=O)C(C)(C)C)ccc(Cl)c1C(F)(F)F, N#C[Cu]. The product is Cc1c(NC(=O)C(C)(C)C)ccc(C#N)c1C(F)(F)F. As a reaction SMILES: [CH3:23][N:24]1[CH2:25][CH2:26][CH2:27][C:28]1=[O:29].[Cl:1][c:2]1[c:3]([C:16]([F:17])([F:18])[F:19])[c:4]([CH3:15])[c:5]([NH:8][C:9]([C:10]([CH3:11])([CH3:12])[CH3:13])=[O:14])[cH:6][cH:7]1.[Cu:20][C:21]#[N:22]>>[c:2]1([C:21]#[N:22])[c:3]([C:16]([F:17])([F:18])[F:19])[c:4]([CH3:15])[c:5]([NH:8][C:9]([C:10]([CH3:11])([CH3:12])[CH3:13])=[O:14])[cH:6][cH:7]1.